Dataset: the Open Reaction Database (ORD), a public repository of structured organic reaction records. Task: describe an organic reaction: reactants, conditions, products, and yield RXN SMILES: [CH3:1][C:2]1([CH3:11])[S:7][CH2:6][CH2:5][NH:4][C@H:3]1[C:8]([OH:10])=[O:9].[CH:12]1[C:21]2[C:16](=[CH:17][CH:18]=[CH:19][CH:20]=2)[CH:15]=[CH:14][C:13]=1[S:22](Cl)(=[O:24])=[O:23]>>[CH3:1][C:2]1([CH3:11])[S:7][CH2:6][CH2:5][N:4]([S:22]([C:13]2[CH:14]=[CH:15][C:16]3[C:21](=[CH:20][CH:19]=[CH:18][CH:17]=3)[CH:12]=2)(=[O:24])=[O:23])[CH:3]1[C:8]([OH:10])=[O:9]. The product is CC1(C(N(CCS1)S(=O)(=O)C1=CC2=CC=CC=C2C=C1)C(=O)O)C (2,2-Dimethyl-4-(naphthalene-2-sulfonyl)-thiomorpholine-3-carboxylic acid). Reported procedure: Following typical sulfonylation conditions and method L, the title compound is prepared from (S)-2,2-dimethyl-thiomorpholine-3-carboxylic acid and naphthalene-2-sulfonyl chloride. LCMS (m/z): 381.2 (M+1), 379.3 (M−1), CHN: Calc CHN: 53.66, 5.30, 7.36. Found CHN: 593.51, 5.20, 7.07. The reactants are CC1([C@@H](NCCS1)C(=O)O)C ((S)-2,2-dimethyl-thiomorpholine-3-carboxylic acid), C1=C(C=CC2=CC=CC=C12)S(=O)(=O)Cl (naphthalene-2-sulfonyl chloride). Starting materials: [H-].[Na+] (sodium hydride), CS(=O)C (dimethyl sulphoxide), ClC1=NC(=CC2=CC=CC=C12)C1=NC(=CC=C1)C (1-chloro-3-(6-methyl-2-pyridyl)isoquinoline). Solvent: O1CCCC1 (tetrahydrofuran). Conditions: temperature 70 celsius, time 2 hour. Yields the product CC1=CC=CC(=N1)C=1N=C(C2=CC=CC=C2C1)CS(=O)C (3-(-6-Methyl-2-pyridyl)-1-methylsulphinylmethylisoquinoline). RXN SMILES: [H-].[Na+].Cl[C:4]1[C:13]2[C:8](=[CH:9][CH:10]=[CH:11][CH:12]=2)[CH:7]=[C:6]([C:14]2[CH:19]=[CH:18][CH:17]=[C:16]([CH3:20])[N:15]=2)[N:5]=1.[CH3:21][S:22]([CH3:24])=[O:23]>O1CCCC1>[CH3:20][C:16]1[N:15]=[C:14]([C:6]2[N:5]=[C:4]([CH2:21][S:22]([CH3:24])=[O:23])[C:13]3[C:8]([CH:7]=2)=[CH:9][CH:10]=[CH:11][CH:12]=3)[CH:19]=[CH:18][CH:17]=1 |f:0.1|. Procedure: A suspension of 6 g of sodium hydride (55-60% in paraffin) in 80 ml of anhydrous dimethyl sulphoxide was stirred for 2 hours at 70° C. A solution of 8.8 g of 1-chloro-3-(6-methyl-2-pyridyl)isoquinoline (prepared as described in Example XI) in anhydrous tetrahydrofuran was added dropwise to the mixture with ice-cooling, to obtain a deep red-coloured reaction mixture. The mixture was stirred for 2 hours at 50° C. and was then extracted with dichloromethane, after addition of ice-water. The organic... The reactants are O=C([O-])[O-], CC#N, CC#CCOc1cc(Cl)ncn1, CC1(C)CNCC(C)(C)C1, [Cl-], Cl, [K+], [K+], [NH4+]. Yields the product CC#CCOc1cc(N2CC(C)(C)CC(C)(C)C2)ncn1. Reaction SMILES: [C:13](=[O:14])([O-:15])[O-:16].[C:32](#[N:33])[CH3:34].[CH2:1]([C:2]#[C:3][CH3:4])[O:5][c:6]1[n:7][cH:8][n:9][c:10]([Cl:12])[cH:11]1.[CH3:20][C:21]1([CH3:29])[CH2:22][NH:23][CH2:24][C:25]([CH3:27])([CH3:28])[CH2:26]1.[Cl-:30].[ClH:19].[K+:17].[K+:18].[NH4+:31]>>[CH2:1]([C:2]#[C:3][CH3:4])[O:5][c:6]1[n:7][cH:8][n:9][c:10]([N:23]2[CH2:22][C:21]([CH3:20])([CH3:29])[CH2:26][C:25]([CH3:27])([CH3:28])[CH2:24]2)[cH:11]1. The reactants are OC[C@@H]([C@H](C)O)NC1=NC=2N(C(=N1)NCC1=CC=C(C=C1)C1=NC=CC=C1)N=CC2C(C)C ((2S,3S)-2-(1,3-dihydroxybut-2-ylamino)-8-isopropyl-4-[4-(pyridin-2-yl)benzylamino]pyrazolo[1,5-a]-1,3,5-triazine), C(\C=C\C(=O)O)(=O)O (fumaric acid). Solvent: CCO.CCOCC (EtOH Et2O). The product is C(\C=C\C(=O)O)(=O)O.OC[C@@H]([C@H](C)O)NC1=NC=2N(C(=N1)NCC1=CC=C(C=C1)C1=NC=CC=C1)N=CC2C(C)C ((2S,3S)-2-(1,3-dihydroxybut-2-ylamino)-8-isopropyl-4-[4-(pyridin-2-yl)benzylamino]pyrazolo[1,5-a]-1,3,5-triazine fumarate). Reaction SMILES: [OH:1][CH2:2][C@H:3]([NH:7][C:8]1[N:13]=[C:12]([NH:14][CH2:15][C:16]2[CH:21]=[CH:20][C:19]([C:22]3[CH:27]=[CH:26][CH:25]=[CH:24][N:23]=3)=[CH:18][CH:17]=2)[N:11]2[N:28]=[CH:29][C:30]([CH:31]([CH3:33])[CH3:32])=[C:10]2[N:9]=1)[C@@H:4]([OH:6])[CH3:5].[C:34]([OH:41])(=[O:40])/[CH:35]=[CH:36]/[C:37]([OH:39])=[O:38]>CCO.CCOCC>[C:34]([OH:41])(=[O:40])/[CH:35]=[CH:36]/[C:37]([OH:39])=[O:38].[OH:1][CH2:2][C@H:3]([NH:7][C:8]1[N:13]=[C:12]([NH:14][CH2:15][C:16]2[CH:17]=[CH:18][C:19]([C:22]3[CH:27]=[CH:26][CH:25]=[CH:24][N:23]=3)=[CH:20][CH:21]=2)[N:11]2[N:28]=[CH:29][C:30]([CH:31]([CH3:33])[CH3:32])=[C:10]2[N:9]=1)[C@@H:4]([OH:6])[CH3:5] |f:2.3,4.5|. Procedure details: The product 14 is treated with fumaric acid in an EtOH/Et2O solution. The fumaric acid salt 15 crystallizes from the reaction medium. Mp=187-189° C. 1H NMR (300 MHz, DMSO-d6): δ 13.12 (bs, 2H, OH), 8.75 (bs, 1H, NH), 8.64 (d, 1H, J=4.5 Hz, Harom), 8.03 (d, 2H, J=8.1 Hz, Harom), 7.94-7.82 (m, 2H, Harom), 7.72 (s, 1H, Harom), 7.49 (bs, 2H, Harom) 7.35-7.31 (m, 1H, Harom), 6.62 (s, 2H, 2 ═CH), 6.05 (d, 1H, J=8.7 Hz, NH), 4.67 (bs, 2H, CH2), 4.00-3.89 (bs, 1H, CH), 3.89-3.76 (bs, 1H, CH), 3.58-3.40 ... Reactants: NC1=CC(=C(C(=C1O)Cl)C)Cl (6-Amino-2.4 dichloro-3-metylphenol), ClCC(=O)Cl (2-chloroacetyl chloride), C(=O)([O-])[O-].[K+].[K+] (K2CO3). The product is ClC=1C(=C(C2=C(NC(CO2)=O)C1)Cl)C (6,8-Dichloro-7-methyl-4H-benzo[1,4]oxazin-3-one), ( 80MF2225 ). RXN SMILES: [NH2:1][C:2]1[C:7]([OH:8])=[C:6]([Cl:9])[C:5]([CH3:10])=[C:4]([Cl:11])[CH:3]=1.Cl[CH2:13][C:14](Cl)=[O:15].C([O-])([O-])=O.[K+].[K+]>>[Cl:11][C:4]1[C:5]([CH3:10])=[C:6]([Cl:9])[C:7]2[O:8][CH2:13][C:14](=[O:15])[NH:1][C:2]=2[CH:3]=1 |f:2.3.4|. Procedure: 6-Amino-2.4 dichloro-3-metylphenol (1.9 g, 10 mmol), 2-chloroacetyl chloride (1.2 g, 11 mmol) and K2CO3 (3.0 g, 22 mmol) were mixed according to GP1 to give the title compound as a crude (80MF2225) (2.33 g). Reactants: C(C)C1=C(C(=CC(=C1)C)CC)C(C(=O)O)=O (2-(2,6-diethyl-4-methylphenyl)-2-oxoacetic acid), C1(=CC=CC=C1)C (toluene), S(=O)(Cl)Cl (Thionyl chloride). The solvent is CN(C=O)C (dimethylformamide). Conditions: temperature 50 celsius, time 2 hour. Yields the product C(C)C1=C(C(=CC(=C1)C)CC)C(C(=O)Cl)=O (2-(2,6-diethyl-4-methylphenyl)-2-oxoacetyl chloride). As a reaction SMILES: [CH2:1]([C:3]1[CH:8]=[C:7]([CH3:9])[CH:6]=[C:5]([CH2:10][CH3:11])[C:4]=1[C:12](=[O:16])[C:13](O)=[O:14])[CH3:2].C1(C)C=CC=CC=1.S(Cl)([Cl:26])=O>CN(C)C=O>[CH2:1]([C:3]1[CH:8]=[C:7]([CH3:9])[CH:6]=[C:5]([CH2:10][CH3:11])[C:4]=1[C:12](=[O:16])[C:13]([Cl:26])=[O:14])[CH3:2]. Procedure details: To a 50 ml volume four-necked flask, 2-(2,6-diethyl-4-methylphenyl)-2-oxoacetic acid (8-a) (0.94 g), toluene (anhydrous) (3.0 ml) and dimethylformamide (anhydrous) (0.2 ml) were added under a nitrogen atmosphere and the internal temperature was raised to about 50° C. Thionyl chloride (0.45 ml) was added thereto and the resulting mixture was stirred at 50° C. for 2 hours. The mixture was concentrated under reduced pressure, and azeotropically distilled with toluene to give 0.96 g of 2-(2,6-diethy...